This data is from the Open Reaction Database (ORD), a public repository of structured organic reaction records. The task is: describe an organic reaction: reactants, conditions, products, and yield The reactants are C(C)(=O)NNC(=O)C1(N(C(OC1)(C)C)C(=O)OC(C)(C)C)C (tert-butyl 4-[(2-acetylhydrazino)carbonyl]-2,2,4-trimethyl-1,3-oxazolidine-3-carboxylate), CC[N+](CC)(CC)S(=O)(=O)N=C([O-])OC (Burgess reagent). Run in ClC(C)Cl (dichloroethane). Run at temperature 80 celsius, time 2 hour. The product is CC1(OCC(N1C(=O)OC(C)(C)C)(C=1OC(=NN1)C)C)C (tert-butyl 2,2,4-trimethyl-4-(5-methyl-1,3,4-oxadiazol-2-yl)-1,3-oxazolidine-3-carboxylate). The yield is 27.8%. As a reaction SMILES: [C:1]([NH:4][NH:5][C:6]([C:8]1([CH3:22])[CH2:12][O:11][C:10]([CH3:14])([CH3:13])[N:9]1[C:15]([O:17][C:18]([CH3:21])([CH3:20])[CH3:19])=[O:16])=O)(=[O:3])[CH3:2].CC[N+](S(N=C(OC)[O-])(=O)=O)(CC)CC>ClC(Cl)C>[CH3:13][C:10]1([CH3:14])[N:9]([C:15]([O:17][C:18]([CH3:21])([CH3:19])[CH3:20])=[O:16])[C:8]([CH3:22])([C:6]2[O:3][C:1]([CH3:2])=[N:4][N:5]=2)[CH2:12][O:11]1. Procedure details: To a solution of 320 mg of tert-butyl 4-[(2-acetylhydrazino)carbonyl]-2,2,4-trimethyl-1,3-oxazolidine-3-carboxylate in 10 ml of dichloroethane was added 358 mg of a Burgess reagent ((methoxycarbonylsulfamoyl)triethylammonium hydroxide inner salt), followed by stirring at 80° C. for 2 hours. The reaction mixture was concentrated under reduced pressure and the obtained residue was purified by silica gel column chromatography to obtain 84 mg of tert-butyl 2,2,4-trimethyl-4-(5-methyl-1,3,4-oxadiazol... Starting materials: C(C1=CC=CC=C1)N1CC2C(=CCC(C2(C1)C(=O)OC)C1=CC=CC=C1)I (methyl (3aRS,4SR,7aRS)-2-benzyl-7-iodo-4-phenyl-2,3,3a,4,5,7a-hexahydro-1H-isoindole-3a-carboxylate), BrC1=CC=C(C=C1)B(O)O (4-bromophenylboronic acid), C([O-])([O-])=O.[Na+].[Na+] (sodium carbonate). The yield is 72.5%. Procedure details: By carrying out the reaction as in Stage C of Example 45, but from 1 g of methyl (3aRS,4SR,7aRS)-2-benzyl-7-iodo-4-phenyl-2,3,3a,4,5,7a-hexahydro-1H-isoindole-3a-carboxylate in 20 cm3 of toluene, from 120 mg of tetrakis(triphenylphosphine)palladium, from 0.46 g of 4-bromophenylboronic acid in 10 cm3 of methanol and from 15 cm3 of a 2N aqueous sodium carbonate solution at reflux for eighteen hours, 0.77 g (73%) of methyl (3aRS,4SR,7aRS)-2-benzyl-7-(4-bromophenyl)-4-phenyl-2,3,3a,4,5,7a-hexahydro-... Reagents/catalysts: C=1C=CC(=CC1)[P](C=2C=CC=CC2)(C=3C=CC=CC3)[Pd]([P](C=4C=CC=CC4)(C=5C=CC=CC5)C=6C=CC=CC6)([P](C=7C=CC=CC7)(C=8C=CC=CC8)C=9C=CC=CC9)[P](C=1C=CC=CC1)(C=1C=CC=CC1)C=1C=CC=CC1 (tetrakis(triphenylphosphine)palladium). Reaction SMILES: [CH2:1]([N:8]1[CH2:16][C:15]2([C:17]([O:19][CH3:20])=[O:18])[CH:10]([C:11](I)=[CH:12][CH2:13][CH:14]2[C:21]2[CH:26]=[CH:25][CH:24]=[CH:23][CH:22]=2)[CH2:9]1)[C:2]1[CH:7]=[CH:6][CH:5]=[CH:4][CH:3]=1.[Br:28][C:29]1[CH:34]=[CH:33][C:32](B(O)O)=[CH:31][CH:30]=1.C(=O)([O-])[O-].[Na+].[Na+]>C1(C)C=CC=CC=1.CO.C1C=CC([P]([Pd]([P](C2C=CC=CC=2)(C2C=CC=CC=2)C2C=CC=CC=2)([P](C2C=CC=CC=2)(C2C=CC=CC=2)C2C=CC=CC=2)[P](C2C=CC=CC=2)(C2C=CC=CC=2)C2C=CC=CC=2)(C2C=CC=CC=2)C2C=CC=CC=2)=CC=1>[CH2:1]([N:8]1[CH2:16][C:15]2([C:17]([O:19][CH3:20])=[O:18])[CH:10]([C:11]([C:32]3[CH:33]=[CH:34][C:29]([Br:28])=[CH:30][CH:31]=3)=[CH:12][CH2:13][CH:14]2[C:21]2[CH:26]=[CH:25][CH:24]=[CH:23][CH:22]=2)[CH2:9]1)[C:2]1[CH:7]=[CH:6][CH:5]=[CH:4][CH:3]=1 |f:2.3.4,^1:56,58,77,96|. The solvent is C1(=CC=CC=C1)C (toluene), CO (methanol). Product: C(C1=CC=CC=C1)N1CC2C(=CCC(C2(C1)C(=O)OC)C1=CC=CC=C1)C1=CC=C(C=C1)Br (methyl (3aRS,4SR,7aRS)-2-benzyl-7-(4-bromophenyl)-4-phenyl-2,3,3a,4,5,7a-hexahydro-1H-isoindole-3a-carboxylate). Reactants: CCCCCCCCCCCCCCCCOCC(O)CN1CCN(Cc2ccccc2)CC1, CO, Cc1ccccc1, Cl, [H][H], C1CCOC1. Product: CCCCCCCCCCCCCCCCOCC(O)CN1CCNCC1. As a reaction SMILES: [CH2:2]([c:3]1[cH:4][cH:5][cH:6][cH:7][cH:8]1)[N:9]1[CH2:10][CH2:11][N:12]([CH2:15][CH:16]([CH2:17][O:18][CH2:19][CH2:20][CH2:21][CH2:22][CH2:23][CH2:24][CH2:25][CH2:26][CH2:27][CH2:28][CH2:29][CH2:30][CH2:31][CH2:32][CH2:33][CH3:34])[OH:35])[CH2:13][CH2:14]1.[CH3:36][OH:37].[CH3:45][c:46]1[cH:47][cH:48][cH:49][cH:50][cH:51]1.[ClH:1].[H:43][H:44].[O:38]1[CH2:39][CH2:40][CH2:41][CH2:42]1>>[NH:9]1[CH2:10][CH2:11][N:12]([CH2:15][CH:16]([CH2:17][O:18][CH2:19][CH2:20][CH2:21][CH2:22][CH2:23][CH2:24][CH2:25][CH2:26][CH2:27][CH2:28][CH2:29][CH2:30][CH2:31][CH2:32][CH2:33][CH3:34])[OH:35])[CH2:13][CH2:14]1. Starting materials: [BH4-].[Na+] (sodium borohydride), NC=1C=CC(=C(C1)NC(OC(C)(C)C)=O)OC (1,1-dimethylethyl [5-amino-2-(methyloxy)phenyl]carbamate), C=O (paraformaldehyde), C[O-].[Na+] (sodium methoxide). Run in CO (methanol), C(C)(=O)OCC (ethyl acetate), C([O-])(O)=O.[Na+] (sodium bicarbonate). Run at temperature 50 celsius. Yields the product CNC=1C=CC(=C(C1)NC(OC(C)(C)C)=O)OC (1,1-dimethylethyl [5-(methylamino)-2-(methyloxy)phenyl]carbamate). Isolated yield 104.7%. As a reaction SMILES: [NH2:1][C:2]1[CH:3]=[CH:4][C:5]([O:16][CH3:17])=[C:6]([NH:8][C:9](=[O:15])[O:10][C:11]([CH3:14])([CH3:13])[CH3:12])[CH:7]=1.[CH2:18]=O.C[O-].[Na+].[BH4-].[Na+]>CO.C(OCC)(=O)C.C(=O)(O)[O-].[Na+]>[CH3:18][NH:1][C:2]1[CH:3]=[CH:4][C:5]([O:16][CH3:17])=[C:6]([NH:8][C:9](=[O:15])[O:10][C:11]([CH3:12])([CH3:13])[CH3:14])[CH:7]=1 |f:2.3,4.5,8.9|. Reported procedure: A suspension of 1,1-dimethylethyl [5-amino-2-(methyloxy)phenyl]carbamate (1.94 g, 8.14 mmol), paraformaldehyde (1.222 g, 40.7 mmol), and sodium methoxide (2.199 g, 40.7 mmol) in methanol (50 ml) was maintained at 50° C. for 16 hours, cooled, sodium borohydride (0.924 g, 24.42 mmol) was added portionwise, and the solution was re-heated to 50° C. and maintained for an additional 24 hours. The solution was cooled, diluted with ethyl acetate, saturated sodium bicarbonate, and the organic layer was d... The yield is 56.0%. Procedure details: 2-t-Butoxycarbonylamino-4-styryl-thiophene-3-carboxylic acid ethyl ester (0.335 g, 0.848 mmol) was dissolved in anhydrous CH2Cl2 (8 mL). This was treated with trifluoroacetic acid (0.346 mL, 4.49 mmol) and stirred at room temperature for 6 hr. More trifluoroacetic acid (0.346 mL, 4.49 mmol) was added and stirring at room temperature was continued for 30 min. The reaction was neutralized with sat. NaHCO3 (25 mL) and then extracted with CH2Cl2 (2×25 mL). The combined organic layers were washed wit... Starting materials: C(=O)(O)[O-].[Na+] (NaHCO3), C(C)OC(=O)C1=C(SC=C1C=CC1=CC=CC=C1)NC(=O)OC(C)(C)C (2-t-Butoxycarbonylamino-4-styryl-thiophene-3-carboxylic acid ethyl ester), FC(C(=O)O)(F)F (trifluoroacetic acid), FC(C(=O)O)(F)F (trifluoroacetic acid). The solvent is C(Cl)Cl (CH2Cl2). Conditions: time 6 hour. Yields the product C(C)OC(=O)C1=C(SC=C1C=CC1=CC=CC=C1)N (2-amino-4-styryl-thiophene-3-carboxylic acid ethyl ester). RXN SMILES: [CH2:1]([O:3][C:4]([C:6]1[C:10]([CH:11]=[CH:12][C:13]2[CH:18]=[CH:17][CH:16]=[CH:15][CH:14]=2)=[CH:9][S:8][C:7]=1[NH:19]C(OC(C)(C)C)=O)=[O:5])[CH3:2].FC(F)(F)C(O)=O.C([O-])(O)=O.[Na+]>C(Cl)Cl>[CH2:1]([O:3][C:4]([C:6]1[C:10]([CH:11]=[CH:12][C:13]2[CH:18]=[CH:17][CH:16]=[CH:15][CH:14]=2)=[CH:9][S:8][C:7]=1[NH2:19])=[O:5])[CH3:2] |f:2.3|. Reactants: OC1=C2C=CN=CC2=CC=C1 (5-hydroxyisoquinoline), BrCC(=O)OCC (ethyl bromoacetate), C1CCC2=NCCCN2CC1 (DBU), resultant mixture. Solvent: C(C)#N (acetonitrile). Product: C1=NC=CC2=C(C=CC=C12)OCC(=O)OCC (ethyl 5-isoquinolyloxyacetate). RXN SMILES: [OH:1][C:2]1[CH:11]=[CH:10][CH:9]=[C:8]2[C:3]=1[CH:4]=[CH:5][N:6]=[CH:7]2.Br[CH2:13][C:14]([O:16][CH2:17][CH3:18])=[O:15].C1CCN2C(=NCCC2)CC1>C(#N)C>[CH:7]1[C:8]2[C:3](=[C:2]([O:1][CH2:13][C:14]([O:16][CH2:17][CH3:18])=[O:15])[CH:11]=[CH:10][CH:9]=2)[CH:4]=[CH:5][N:6]=1. Procedure details: In 10 ml of acetonitrile, 1.0 g of 5-hydroxyisoquinoline and 1.52 ml of ethyl bromoacetate were added in the presence of 2.07 ml of DBU and the resultant mixture was refluxed for 8 hr. The reaction mixture was evaporated under reduced pressure and the resultant residue was redissolved in 1N-HCl, washed with ethyl acetate. The aqueous layer was made alkaline with sodium hydrogencarbonate and extracted with ethyl acetate. The extract was washed with saturated sodium chloride aqueous solution and d... Starting materials: C(C)(=O)O (Acetic acid), C(C)(=O)O[BH-](OC(C)=O)OC(C)=O.[Na+] (sodium triacetoxyborohydride), NC1=C(CNC(C2=CC(=C(C(=C2)OC)C)OC)=O)C=CC(=C1)C1=NOC(=N1)C (N-[2-Amino-4-(5-methyl-[1,2,4]oxadiazol-3-yl)-benzyl]-3,5-dimethoxy-4-methyl-benzamide), C1(=CC=CC=C1)CC=O (phenylacetaldehyde). The solvent is ClCCCl (DCE). Run at time 16 hour. Product: COC=1C=C(C(=O)NCC2=C(C=C(C=C2)C2=NOC(=N2)C)NCCC2=CC=CC=C2)C=C(C1C)OC (3,5-Dimethoxy-4-methyl-N-[4-(5-methyl-[1,2,4]oxadiazol-3-yl)-2-phenethylamino-benzyl]-benzamide). As a reaction SMILES: C(O)(=O)C.C(O[BH-](OC(=O)C)OC(=O)C)(=O)C.[Na+].[NH2:19][C:20]1[CH:40]=[C:39]([C:41]2[N:45]=[C:44]([CH3:46])[O:43][N:42]=2)[CH:38]=[CH:37][C:21]=1[CH2:22][NH:23][C:24](=[O:36])[C:25]1[CH:30]=[C:29]([O:31][CH3:32])[C:28]([CH3:33])=[C:27]([O:34][CH3:35])[CH:26]=1.[C:47]1([CH2:53][CH:54]=O)[CH:52]=[CH:51][CH:50]=[CH:49][CH:48]=1>ClCCCl>[CH3:35][O:34][C:27]1[CH:26]=[C:25]([CH:30]=[C:29]([O:31][CH3:32])[C:28]=1[CH3:33])[C:24]([NH:23][CH2:22][C:21]1[CH:37]=[CH:38][C:39]([C:41]2[N:45]=[C:44]([CH3:46])[O:43][N:42]=2)=[CH:40][C:20]=1[NH:19][CH2:54][CH2:53][C:47]1[CH:52]=[CH:51][CH:50]=[CH:49][CH:48]=1)=[O:36] |f:1.2|. Procedure: Acetic acid (0.040 mL, 5 eq) and sodium triacetoxyborohydride (42 mg, 0.20 mmol) were added to a suspension of compound 1g (50 mg, 0.13 mmol) and phenylacetaldehyde (0.020 mg, 2 eq) in DCE (1.5 mL). The reaction was stirred at rt for 16 h and concentrated on a rotary evaporator. The residue was purified by preparative tlc (silica gel, 1:1 ethyl acetate/hexane) to afford compound 9a. ESI-MS m/e 487.3 (M+1). The reactants are N1CCC2(CC1)CSC1=C(O2)C2=CC=CC=C2C(C1=O)=O (spiro[naphtho[1,2-b][1,4]oxathiine-2,4′-piperidine]-5,6-dione), BrCC1=CC(=CC=C1)OC (1-(bromomethyl)-3-methoxybenzene). The product is COC=1C=C(CN2CCC3(CC2)CSC2=C(O3)C3=CC=CC=C3C(C2=O)=O)C=CC1 (1′-(3-methoxybenzyl)spiro[naphtho[1,2-b][1,4]oxathiine-2,4′-piperidine]-5,6-dione). As a reaction SMILES: [NH:1]1[CH2:6][CH2:5][C:4]2([O:11][C:10]3[C:12]4[C:17]([C:18](=[O:21])[C:19](=[O:20])[C:9]=3[S:8][CH2:7]2)=[CH:16][CH:15]=[CH:14][CH:13]=4)[CH2:3][CH2:2]1.Br[CH2:23][C:24]1[CH:29]=[CH:28][CH:27]=[C:26]([O:30][CH3:31])[CH:25]=1>>[CH3:31][O:30][C:26]1[CH:25]=[C:24]([CH:29]=[CH:28][CH:27]=1)[CH2:23][N:1]1[CH2:2][CH2:3][C:4]2([O:11][C:10]3[C:12]4[C:17]([C:18](=[O:21])[C:19](=[O:20])[C:9]=3[S:8][CH2:7]2)=[CH:16][CH:15]=[CH:14][CH:13]=4)[CH2:5][CH2:6]1. Reported procedure: Compound 121 was synthesized using spiro[naphtho[1,2-b][1,4]oxathiine-2,4′-piperidine]-5,6-dione, 1-(bromomethyl)-3-methoxybenzene and conditions outlined in procedure V. M.p.=129-131° C.; 400 MHz 1H NMR (CDCl3) δ: 8.05 (d, 1H), 7.75 (d, 1H), 7.65 (t, 1H), 7.5 (t, 1H), 7.25 (m, 2H), 6.9 (s, 1H), 6.8 (d, 1H), 3.8 (s, 3H), 3.55 (s, 2H), 2.9 (s, 2H), 2.75 (d, 2H), 2.5 (t, 2H), 2.1 (d, 2H), 1.9 (t, 2H); LCMS: 422 [M+H]. Reactants: IC (iodomethane), C(C1=CC(=CC=C1)OC)NC1=CC=CC=C1 (N-(3-Anisyl)-N-phenyl-amine), solution, C(CCC)[Li] (n-butyl lithium). The solvent is C(C)OCC (diethylether), CCCCCC (n-hexane). Product: C(C1=CC(=CC=C1)OC)N(C)C1=CC=CC=C1 (N-(3-Anisyl)-N-phenyl-N-methylamine). Reaction SMILES: [CH2:1]([NH:10][C:11]1[CH:16]=[CH:15][CH:14]=[CH:13][CH:12]=1)[C:2]1[CH:7]=[CH:6][CH:5]=[C:4]([O:8][CH3:9])[CH:3]=1.[CH2:17]([Li])CCC.IC>C(OCC)C.CCCCCC>[CH2:1]([N:10]([C:11]1[CH:16]=[CH:15][CH:14]=[CH:13][CH:12]=1)[CH3:17])[C:2]1[CH:7]=[CH:6][CH:5]=[C:4]([O:8][CH3:9])[CH:3]=1. Reported procedure: 5.15 g of N-(3-Anisyl)-N-phenyl-amine were dissolved in 25.0 ml of anhydrous diethylether. 11.0 g of a 2.50 M solution of n-butyl lithium in n-hexane was added with stirring. After completion of the addition the reaction mixture was heated to reflux for 30 min 3.90 g of iodomethane are added and the reaction mixture was heated to reflux for additional 4 hours. After extraction with 2.00 N sodium hydroxide solution (three times) the organic layer was dried with anhydrous sodium sulfate. After fil... Reactants: ClC1=CC(=C(C(=O)NN)C=C1)O (4-chloro-2-hydroxybenzoic acid hydrazide), C(C)OC(OCC)OCC (triethylorthoformate). Conditions: temperature 130 celsius. Product: ClC=1C=CC(=C(C1)O)C=1OC=NN1 (5-chloro-2-(1,3,4-oxadiazol-2-yl)phenol). The yield is 35.0%. RXN SMILES: [Cl:1][C:2]1[CH:11]=[CH:10][C:5]([C:6]([NH:8][NH2:9])=[O:7])=[C:4]([OH:12])[CH:3]=1.[CH2:13](OC(OCC)OCC)C>>[Cl:1][C:2]1[CH:11]=[CH:10][C:5]([C:6]2[O:7][CH:13]=[N:9][N:8]=2)=[C:4]([OH:12])[CH:3]=1. Procedure: A mixture of 4-chloro-2-hydroxybenzoic acid hydrazide (Chemical Abstracts, 93:7808, 475 mg, 2.55 mmol) and triethylorthoformate. (3.6 ml) is heated at 130° C. for 3.5 hours. After cooling, a precipitate formed and is collected by filtration. The filter cake is recrystallized from methanol to give 173 mg (35%) of 5-chloro-2-(1,3,4-oxadiazol-2-yl)phenol. This phenolic product is reacted with (2S)-glycidyl 3-nitrobenzenesulfonate substantially as described for Epoxide 1 to yield 170 mg (69%) of the...